From a dataset of the Open Reaction Database (ORD), a public repository of structured organic reaction records. describe an organic reaction: reactants, conditions, products, and yield Reactants: FC1=CC=C(C=C1)C1=NNC(=C1)O (3-(4-fluorophenyl)-1H-pyrazol-5-ol), C([O-])([O-])=O.[K+].[K+] (potassium carbonate), CS(=O)(=O)OCC(C)=O (2-oxopropyl methanesulfonate). The solvent is C(C)(=O)OCC (ethyl acetate), CN(C)C=O (DMF). Run at temperature 30 celsius, time 30 minute. The product is FC1=CC=C(C=C1)C1=NNC(=C1)OCC(=O)C (1-{[3-(4-fluorophenyl)-1H-pyrazol-5-yl]oxy}acetone). Yield: 38.1%. RXN SMILES: [F:1][C:2]1[CH:7]=[CH:6][C:5]([C:8]2[CH:12]=[C:11]([OH:13])[NH:10][N:9]=2)=[CH:4][CH:3]=1.C(=O)([O-])[O-].[K+].[K+].CS(O[CH2:25][C:26](=[O:28])[CH3:27])(=O)=O>CN(C=O)C.C(OCC)(=O)C>[F:1][C:2]1[CH:3]=[CH:4][C:5]([C:8]2[CH:12]=[C:11]([O:13][CH2:25][C:26]([CH3:27])=[O:28])[NH:10][N:9]=2)=[CH:6][CH:7]=1 |f:1.2.3|. Reported procedure: To a solution of 3-(4-fluorophenyl)-1H-pyrazol-5-ol (5 g, 28 mmol) in DMF (50 ml), potassium carbonate (7.7 g, 56 mmol) was added and the mixture was stirred for 30 min at 30° C. Thereafter, 2-oxopropyl methanesulfonate (4.7 g 30 mmol) was added drop wise and the reaction mixture was heated at 60° C. for 16 h. After completion, the crude was diluted with ethyl acetate (200 ml) and washed with water (3×500 ml). The organic layer was washed with brine, dried over sodium sulphate and evaporated und... The reactants are ice, C(C)(=O)N1C[C@@H]2C[C@H]3N(C[C@H](C[C@@H]3C=3C(=CC=C1C32)Br)NC(N(CC)CC)=O)C (3-(1-acetyl-12-bromo-2,3α-dihydro-6-methyl-8α-ergolinyl)-1,1-diethylurea), N (ammonia). Run in Cl (hydrochloric acid). The product is BrC1=CC=C2NC[C@@H]3C[C@H]4N(C[C@H](C[C@@H]4C1=C32)NC(N(CC)CC)=O)C (3-(12-Bromo-2,3α-dihydro-6-methyl-8α-ergolinyl)-1,1-diethylurea). The yield is 18.3%. Reaction SMILES: C([N:4]1[C:18]2[C:19]3[C@@H:6]([CH2:7][C@@H:8]4[C@@H:13]([C:14]=3[C:15]([Br:20])=[CH:16][CH:17]=2)[CH2:12][C@H:11]([NH:21][C:22](=[O:28])[N:23]([CH2:26][CH3:27])[CH2:24][CH3:25])[CH2:10][N:9]4[CH3:29])[CH2:5]1)(=O)C.N>Cl>[Br:20][C:15]1[C:14]2=[C:19]3[C:18]([NH:4][CH2:5][C@@H:6]3[CH2:7][C@@H:8]3[C@@H:13]2[CH2:12][C@H:11]([NH:21][C:22](=[O:28])[N:23]([CH2:26][CH3:27])[CH2:24][CH3:25])[CH2:10][N:9]3[CH3:29])=[CH:17][CH:16]=1. Reported procedure: A solution of 1.8 g of 3-(1-acetyl-12-bromo-2,3α-dihydro-6-methyl-8α-ergolinyl)-1,1-diethylurea in 50 ml of 1N hydrochloric acid is stirred for 4 hours at 70°-80° C. The reaction mixture is poured on 100 ml of ice, combined with 25% strength ammonia solution until the reaction is alkaline, and extracted with dichloromethane. The combined organic phases are dried over magnesium sulfate, concentrated, and the residue chromatographed on silica gel with dichloromethane/methanol in a ratio of 97:3, t... Starting materials: CCCC(C)(C)N, CCO, c1cc2nnnn2cc1C1CO1. The product is CCCC(C)(C)NCC(O)c1ccc2nnnn2c1. RXN SMILES: [C:13]([CH3:14])([CH3:15])([CH2:16][CH2:17][CH3:18])[NH2:19].[CH3:20][CH2:21][OH:22].[n:1]1[n:2][n:3][n:4]2[c:5]1[cH:6][cH:7][c:8]([CH:10]1[O:11][CH2:12]1)[cH:9]2>>[n:1]1[n:2][n:3][n:4]2[c:5]1[cH:6][cH:7][c:8]([CH:10]([OH:11])[CH2:12][NH:19][C:13]([CH3:14])([CH3:15])[CH2:16][CH2:17][CH3:18])[cH:9]2. The reactants are [BH4-], CO, NC(=O)c1ccc(Oc2ccc(C=O)cc2)nc1, NCc1ccccc1, [Na+]. Product: NC(=O)c1ccc(Oc2ccc(CNCc3ccccc3)cc2)nc1. As a reaction SMILES: [BH4-:27].[CH3:29][OH:30].[CH:1](=[O:2])[c:3]1[cH:4][cH:5][c:6]([O:7][c:8]2[n:9][cH:10][c:11]([C:12](=[O:13])[NH2:14])[cH:15][cH:16]2)[cH:17][cH:18]1.[NH2:19][CH2:20][c:21]1[cH:22][cH:23][cH:24][cH:25][cH:26]1.[Na+:28]>>[CH2:1]([c:3]1[cH:4][cH:5][c:6]([O:7][c:8]2[n:9][cH:10][c:11]([C:12](=[O:13])[NH2:14])[cH:15][cH:16]2)[cH:17][cH:18]1)[NH:19][CH2:20][c:21]1[cH:22][cH:23][cH:24][cH:25][cH:26]1. Starting materials: O=C([O-])C(O)C(O)C(=O)[O-], CC(C)C[AlH]CC(C)C, CC(C)C[AlH]CC(C)C, Cc1ccccc1, COC(=O)c1c(C(C)C)nc2c(c1-c1ccc(F)cc1)C(=O)CCC2, [K+], [Na+]. Product: COC(=O)c1c(C(C)C)nc2c(c1-c1ccc(F)cc1)C(O)CCC2. RXN SMILES: [C:44]([CH:45]([CH:46]([C:47]([O-:48])=[O:49])[OH:50])[OH:51])([O-:52])=[O:53].[CH3:26][CH:27]([CH2:28][AlH:29][CH2:30][CH:31]([CH3:32])[CH3:33])[CH3:34].[CH3:35][CH:36]([CH2:37][AlH:38][CH2:39][CH:40]([CH3:41])[CH3:42])[CH3:43].[CH3:56][c:57]1[cH:58][cH:59][cH:60][cH:61][cH:62]1.[F:1][c:2]1[cH:3][cH:4][c:5](-[c:8]2[c:9]([C:22](=[O:23])[O:24][CH3:25])[c:10]([CH:19]([CH3:20])[CH3:21])[n:11][c:12]3[c:17]2[C:16](=[O:18])[CH2:15][CH2:14][CH2:13]3)[cH:6][cH:7]1.[K+:55].[Na+:54]>>[F:1][c:2]1[cH:3][cH:4][c:5](-[c:8]2[c:9]([C:22](=[O:23])[O:24][CH3:25])[c:10]([CH:19]([CH3:20])[CH3:21])[n:11][c:12]3[c:17]2[CH:16]([OH:18])[CH2:15][CH2:14][CH2:13]3)[cH:6][cH:7]1. Starting materials: CO, [F-], O=C1OC(F)(C(F)(F)F)C(F)(F)OC1(F)C(F)(F)F, [Na+], O=P12OP3(=O)OP(=O)(O1)OP(=O)(O2)O3. The product is COC(=O)C(F)(OC(F)(F)C(=O)C(F)(F)F)C(F)(F)F. Reaction SMILES: [CH3:3][OH:4].[F-:1].[F:5][C:6]1([C:20]([F:21])([F:22])[F:23])[C:7](=[O:19])[O:8][C:9]([C:14]([F:15])([F:16])[F:17])([F:18])[C:10]([F:12])([F:13])[O:11]1.[Na+:2].[O:24]=[P:25]12[O:26][P:27]3(=[O:37])[O:28][P:29](=[O:35])([O:30][P:31](=[O:34])([O:32]3)[O:33]1)[O:36]2>>[CH3:3][O:4][C:7]([C:6]([F:5])([O:11][C:10]([C:9](=[O:8])[C:14]([F:15])([F:16])[F:17])([F:12])[F:13])[C:20]([F:21])([F:22])[F:23])=[O:19]. Starting materials: BrC=1C=C(C(=NC1)Cl)[N+](=O)[O-] (5-bromo-2-chloro-3-nitropyridine), [Cl-].[NH4+] (ammonium chloride). The reagents and catalysts are [Zn] (zinc). Run in CO (methanol), ClCCl (dichloromethane). Run at time 24 hour. Product: BrC=1C=C(C(=NC1)Cl)N (5-bromo-2-chloropyridin-3-amine). RXN SMILES: [Br:1][C:2]1[CH:3]=[C:4]([N+:9]([O-])=O)[C:5]([Cl:8])=[N:6][CH:7]=1.[Cl-].[NH4+]>CO.ClCCl.[Zn]>[Br:1][C:2]1[CH:3]=[C:4]([NH2:9])[C:5]([Cl:8])=[N:6][CH:7]=1 |f:1.2|. Reported procedure: To a solution of 5-bromo-2-chloro-3-nitropyridine (5.0 g, 21.1 mmol) in methanol (50 mL) and dichloromethane (5 mL) was added zinc (7.6 g, 115.8 mmol) and ammonium chloride (5.6 g, 105.3 mmol). The reaction mixture was stirred for 24 hours. The solids were removed by filtration and washed with dichloromethane. The filtrate was washed with water (50 mL), brine (50 mL), dried over sodium sulfate, filtered and concentrated to dryness under reduced pressure. The crude 5-bromo-2-chloropyridin-3-amine...